From a dataset of the Open Reaction Database (ORD), a public repository of structured organic reaction records. describe an organic reaction: reactants, conditions, products, and yield Reactants: ClC=1C=CC(=C(C(=O)O)C1)OC1=CC=C(C=C1)F (5-Chloro-2-(4-fluorophenoxy)benzoic acid), NCC1=CC(=C(C(=O)OC)C=C1)F (methyl 4-(aminomethyl)-2-fluorobenzoate). The product is ClC=1C=CC(=C(C(=O)NCC2=CC(=C(C(=O)OC)C=C2)F)C1)OC1=CC=C(C=C1)F (Methyl 4-({[5-chloro-2-(4-fluorophenoxy)benzoyl]amino}methyl)-2-fluorobenzoate). As a reaction SMILES: [Cl:1][C:2]1[CH:3]=[CH:4][C:5]([O:11][C:12]2[CH:17]=[CH:16][C:15]([F:18])=[CH:14][CH:13]=2)=[C:6]([CH:10]=1)[C:7]([OH:9])=O.[NH2:19][CH2:20][C:21]1[CH:30]=[CH:29][C:24]([C:25]([O:27][CH3:28])=[O:26])=[C:23]([F:31])[CH:22]=1>>[Cl:1][C:2]1[CH:3]=[CH:4][C:5]([O:11][C:12]2[CH:17]=[CH:16][C:15]([F:18])=[CH:14][CH:13]=2)=[C:6]([CH:10]=1)[C:7]([NH:19][CH2:20][C:21]1[CH:30]=[CH:29][C:24]([C:25]([O:27][CH3:28])=[O:26])=[C:23]([F:31])[CH:22]=1)=[O:9]. Procedure details: The title compound was prepared according to the procedure described in step 3 of Example 1 from 5-chloro-2-(4-fluorophenoxy)benzoic acid (step 2 of Example 67) and methyl 4-(aminomethyl)-2-fluorobenzoate: 1H-NMR (CDCl3) δ 8.22 (1H, d, J=2.6 Hz), 8.06–7.98 (1H, m), 7.86 (1H, t, J=7.7 Hz), 7.35 (1H, dd, J=8.9, 2.6 Hz), 7.13–6.98 (6H, m), 6.75 (1H, d, J=8.9 Hz), 4.69 (2H, d, J=5.9 Hz), 3.91 (3H, s); MS (ESI) m/z 432 (M+H)+, 430 (M−H)−. Starting materials: N (ammonia), Cl[Ge](CCS(=O)(=O)Cl)(Cl)Cl (2-Trichlorogermylethanesulfonyl chloride). The solvent is C(Cl)(Cl)Cl (chloroform), C(Cl)(Cl)Cl (chloroform). Conditions: time 22 hour. The product is Cl[Ge](CCS(=O)(=O)N)(Cl)Cl (2-Trichlorogermylethanesulfonamide). Reaction SMILES: [NH3:1].[Cl:2][Ge:3]([Cl:11])([Cl:10])[CH2:4][CH2:5][S:6](Cl)(=[O:8])=[O:7]>C(Cl)(Cl)Cl>[Cl:2][Ge:3]([Cl:11])([Cl:10])[CH2:4][CH2:5][S:6]([NH2:1])(=[O:8])=[O:7]. Reported procedure: To chloroform solution (16.0 ml) saturated with ammonia, 2-trichlorogermylethanesulfonylchloride (500 mg, obtained by Example 7) in chloroform solution (2.0 ml) was added dropwise and stirred for 22 hours at room temperature. Starting materials: ClC=1C=C2C=3CCNC(C3NC2=CC1)C1(CCC1)C=O (1-(6-Chloro2,3,4,9-tetrahydro-1H-β-carbolin-1-yl)cyclobutanecarbaldehyde), Cl.NO (hydroxylarnine hydrochloride). Run in C(C)O (ethanol), C(C)N(CC)CC (triethylamine). The product is ClC=1C=C2C=3CCNC(C3NC2=CC1)C1(CCC1)C(=O)NO (1-(6-Chloro-2,3,4,9-tetrahydro-1H-β-carbolin-1-yl)-N-hydroxycylobutanecarboxamide). Reaction SMILES: [Cl:1][C:2]1[CH:3]=[C:4]2[C:12](=[CH:13][CH:14]=1)[NH:11][C:10]1[CH:9]([C:15]3([CH:19]=[O:20])[CH2:18][CH2:17][CH2:16]3)[NH:8][CH2:7][CH2:6][C:5]2=1.Cl.[NH2:22][OH:23]>C(O)C.C(N(CC)CC)C>[Cl:1][C:2]1[CH:3]=[C:4]2[C:12](=[CH:13][CH:14]=1)[NH:11][C:10]1[CH:9]([C:15]3([C:19]([NH:22][OH:23])=[O:20])[CH2:18][CH2:17][CH2:16]3)[NH:8][CH2:7][CH2:6][C:5]2=1 |f:1.2|. Procedure: A solution of 1.2 g of the compound obtained in Step A in 120 ml of ethanol, 0.54 ml of triethylamine and 0.27 g of hydroxylarnine hydrochloride is stirred for 6 hours and then concentrated under reduced pressure. Chromatography on silica gel (dichloromethane/ethyl acetate: 98/2) enables the expected product to be isolated.